This data is from the Open Reaction Database (ORD), a public repository of structured organic reaction records. The task is: describe an organic reaction: reactants, conditions, products, and yield Reactants: C(C1=CC=CC=C1)N (benzyl amine), COC1=C(C=C(C=C1)C(=O)Cl)C(=O)Cl (4-methoxy-1,3-benzenedicarbonyl dichloride). The product is C(C1=CC=CC=C1)NC(C1=CC(C(=O)NCC2=CC=CC=C2)=C(C=C1)OC)=O (N,N′-Dibenzyl-4-methoxy-isophthalamide). RXN SMILES: [CH2:1]([NH2:8])[C:2]1[CH:7]=[CH:6][CH:5]=[CH:4][CH:3]=1.[CH3:9][O:10][C:11]1[CH:16]=[CH:15][C:14]([C:17](Cl)=[O:18])=[CH:13][C:12]=1[C:20](Cl)=[O:21]>>[CH2:1]([NH:8][C:17](=[O:18])[C:14]1[CH:15]=[CH:16][C:11]([O:10][CH3:9])=[C:12]([C:20]([NH:8][CH2:1][C:2]2[CH:7]=[CH:6][CH:5]=[CH:4][CH:3]=2)=[O:21])[CH:13]=1)[C:2]1[CH:7]=[CH:6][CH:5]=[CH:4][CH:3]=1. Procedure: By following the general method of Example 1, benzyl amine was reacted with 4-methoxy-1,3-benzenedicarbonyl dichloride to give the titled compound. MS: M+1=375.2. Starting materials: C1(=CC=CC=C1)CCN (benzeneethanamine), COC(C\C=C\CC(=O)O)=O (E-hex-3-enedioic acid monomethyl ester). The product is C1(=CC=CC=C1)CCNC(=O)C/C=C/CC(=O)OC (Methyl E-5-(2-phenylethylaminocarbonyl)pent-3-enoate). Reaction SMILES: [C:1]1([CH2:7][CH2:8][NH2:9])[CH:6]=[CH:5][CH:4]=[CH:3][CH:2]=1.[CH3:10][O:11][C:12](=[O:20])[CH2:13]/[CH:14]=[CH:15]/[CH2:16][C:17](O)=[O:18]>>[C:1]1([CH2:7][CH2:8][NH:9][C:17]([CH2:16]/[CH:15]=[CH:14]/[CH2:13][C:12]([O:11][CH3:10])=[O:20])=[O:18])[CH:6]=[CH:5][CH:4]=[CH:3][CH:2]=1. Reported procedure: The sub-title compound was prepared from benzeneethanamine and E-hex-3-enedioic acid monomethyl ester using the procedure of Example 6(a) mp 69°-70°. Procedure details: A mixture consisting of 7-(chloropropoxy)-2,3,4,5-tetrahydro-1H-2-benzoazepin-1-one (0.507 g, 2 mmol) and 1-(2-quinolylmethyl)piperazine (1.81 g, 8 mmol) was stirred for 4 hours at a bath temperature of 150° C. under an argon gas stream. After the reaction mixture was allowed to cool down, chloroform was added to the reaction mixture to dissolve the same. The resulting solution was rendered basic with a dilute aqueous solution of sodium hydroxide. The thus-obtained solution was washed with water... The product is N1=C(C=CC2=CC=CC=C12)CN1CCN(CC1)CCCOC=1C=CC2=C(CCCNC2=O)C1 (7-{3-[4-(2-quinolylmethyl)-1-piperazinyl]propoxy)-2,3,4,5-tetrahydro-1H-2-benzoazepin-1-one). Reaction SMILES: Cl[CH2:2][CH2:3][CH2:4][O:5][C:6]1[CH:7]=[CH:8][C:9]2[C:15](=[O:16])[NH:14][CH2:13][CH2:12][CH2:11][C:10]=2[CH:17]=1.[N:18]1[C:27]2[C:22](=[CH:23][CH:24]=[CH:25][CH:26]=2)[CH:21]=[CH:20][C:19]=1[CH2:28][N:29]1[CH2:34][CH2:33][NH:32][CH2:31][CH2:30]1.[OH-].[Na+]>C(Cl)(Cl)Cl>[N:18]1[C:27]2[C:22](=[CH:23][CH:24]=[CH:25][CH:26]=2)[CH:21]=[CH:20][C:19]=1[CH2:28][N:29]1[CH2:34][CH2:33][N:32]([CH2:2][CH2:3][CH2:4][O:5][C:6]2[CH:7]=[CH:8][C:9]3[C:15](=[O:16])[NH:14][CH2:13][CH2:12][CH2:11][C:10]=3[CH:17]=2)[CH2:31][CH2:30]1 |f:2.3|. Yield: 68.9%. The solvent is C(Cl)(Cl)Cl (chloroform). Conditions: temperature 150 celsius, time 4 hour. Starting materials: ClCCCOC=1C=CC2=C(CCCNC2=O)C1 (7-(chloropropoxy)-2,3,4,5-tetrahydro-1H-2-benzoazepin-1-one), N1=C(C=CC2=CC=CC=C12)CN1CCNCC1 (1-(2-quinolylmethyl)piperazine), [OH-].[Na+] (sodium hydroxide). Solvent: O1CCCC1 (tetrahydrofuran), O1CCCC1 (tetrahydrofuran), C(C)(=O)OCC (Ethyl acetate). Procedure details: A solution of tartaric acid bis(acetonide) prepared as in Example 1 (1.84 g, 8.0 mmol) in anhydrous tetrahydrofuran (15 mL) was cooled to −40° C. A 1 M solution of potassium tert-butoxide in tetrahydrofuran (8.0 mL, 8 mmol) was added by syringe over the course of 5 min. The mixture was stirred an additional 20 min. at −40° C. after which 4 M HCl in dioxane (3.0 mL, 12 mmol) was added and the reaction was allowed to warm. Ethyl acetate (75 mL) and 1 N HCl (25 mL) were added. The organic layer was... As a reaction SMILES: [CH2-:1][C:2]([CH3:4])=[O:3].[CH2-]C(C)=O.[C:9]([OH:18])(=[O:17])[CH:10]([CH:12]([C:14]([OH:16])=[O:15])O)O.CC(C)([O-])C.[K+].Cl.O1CCOCC1>O1CCCC1.C(OCC)(=O)C>[CH3:1][C:2]1([CH3:4])[O:16][C:14](=[O:15])/[C:12](=[CH:10]/[C:9]([OH:18])=[O:17])/[O:3]1 |f:0.1.2,3.4|. Run at temperature -40 celsius. The product is CC1(O\C(\C(O1)=O)=C/C(=O)O)C (Z-2,2-dimethyl-5-carboxymethylene-1,3-dioxolan-4-one). The reactants are [CH2-]C(=O)C.[CH2-]C(=O)C.C(C(O)C(O)C(=O)O)(=O)O (tartaric acid bis(acetonide)), Cl (HCl), O1CCOCC1 (dioxane), solution, CC(C)([O-])C.[K+] (potassium tert-butoxide), side-product, bis(acetonide), Example 1, Cl (HCl). Reactants: CC([C@@H](C(=O)OC)NC(=O)N(CCCC=C)C)C (methyl (2S)-3-methyl-2-({[methyl(pent-4-en-1-yl)amino]carbonyl}amino)butanoate), [Li+].[OH-] (LiOH). Run in C1CCOC1 (THF). Conditions: time 18 hour. Yields the product CC([C@@H](C(=O)O)NC(=O)N(CCCC=C)C)C ((2S)-3-Methyl-2-({[methyl(pent-4-en-1-yl)amino]carbonyl}amino)butanoic acid). The yield is 95.0%. As a reaction SMILES: [CH3:1][CH:2]([CH3:18])[C@H:3]([NH:8][C:9]([N:11]([CH3:17])[CH2:12][CH2:13][CH2:14][CH:15]=[CH2:16])=[O:10])[C:4]([O:6]C)=[O:5].[Li+].[OH-]>C1COCC1>[CH3:1][CH:2]([CH3:18])[C@H:3]([NH:8][C:9]([N:11]([CH3:17])[CH2:12][CH2:13][CH2:14][CH:15]=[CH2:16])=[O:10])[C:4]([OH:6])=[O:5] |f:1.2|. Procedure details: A 250 mL round bottom flask under nitrogen was charged with methyl (2S)-3-methyl-2-({[methyl(pent-4-en-1-yl)amino]carbonyl}amino)butanoate from the previous step, THF (40 mL), and aqueous LiOH (1 M, 60 mmol, 60 mL). The reaction mixture was stirred 18 hours. THF was removed by evaporation. The remaining aqueous mixture was poured into water and washed once with EtOAc. The aqueous layer was acidified with 1 M hydrochloric acid and extracted with EtOAc (3×). Combined organic extracts were dried wi... Reactants: CCO, CC(C)(C#N)c1ccc(Br)c([N+](=O)[O-])c1, [Na+], [Na+], O=C([O-])[O-], Sc1ccccc1. Product: CC(C)(C#N)c1ccc(Sc2ccccc2)c([N+](=O)[O-])c1. RXN SMILES: [CH3:29][CH2:30][OH:31].[CH3:8][C:9]([C:10]#[N:11])([CH3:12])[c:13]1[cH:14][c:15]([N+:20](=[O:21])[O-:22])[c:16]([Br:19])[cH:17][cH:18]1.[Na+:23].[Na+:24].[O-:25][C:26](=[O:27])[O-:28].[SH:1][c:2]1[cH:3][cH:4][cH:5][cH:6][cH:7]1>>[S:1]([c:2]1[cH:3][cH:4][cH:5][cH:6][cH:7]1)[c:16]1[c:15]([N+:20](=[O:21])[O-:22])[cH:14][c:13]([C:9]([CH3:8])([C:10]#[N:11])[CH3:12])[cH:18][cH:17]1. The reactants are C(C1=CC=CC=C1)N1C=C(C2=CC(=CC=C12)C(S(=O)(=O)N(C)C(C1=CC=CC=C1)C1=CC=CC=C1)C#N)C[C@@H]1N(CCC1)C (1-[(R)-1-Benzyl-3-(1-methyl-2-pyrrolidinylmethyl)-1H-indol-5-yl]-1-cyano-N-diphenylmethyl-N-methylmethanesulfonamide), [OH-].[K+] (potassium hydroxide). Solvent: C(C)O (ethanol), C(C)O (ethanol). Reaction conditions: time 12 hour. Product: C(C1=CC=CC=C1)N1C=C(C2=CC(=CC=C12)CS(=O)(=O)N(C)C(C1=CC=CC=C1)C1=CC=CC=C1)C[C@@H]1N(CCC1)C ((R)-1-[1-Benzyl-3-(1-methyl-2-pyrrolidinylmethyl)-1H-indol-5-yl]-N-diphenylmethyl-N-methylmethanesulfonamide). Isolated yield 61.2%. As a reaction SMILES: [CH2:1]([N:8]1[C:16]2[C:11](=[CH:12][C:13]([CH:17](C#N)[S:18]([N:21]([CH:23]([C:30]3[CH:35]=[CH:34][CH:33]=[CH:32][CH:31]=3)[C:24]3[CH:29]=[CH:28][CH:27]=[CH:26][CH:25]=3)[CH3:22])(=[O:20])=[O:19])=[CH:14][CH:15]=2)[C:10]([CH2:38][C@H:39]2[CH2:43][CH2:42][CH2:41][N:40]2[CH3:44])=[CH:9]1)[C:2]1[CH:7]=[CH:6][CH:5]=[CH:4][CH:3]=1.[OH-].[K+]>C(O)C>[CH2:1]([N:8]1[C:16]2[C:11](=[CH:12][C:13]([CH2:17][S:18]([N:21]([CH:23]([C:24]3[CH:29]=[CH:28][CH:27]=[CH:26][CH:25]=3)[C:30]3[CH:31]=[CH:32][CH:33]=[CH:34][CH:35]=3)[CH3:22])(=[O:19])=[O:20])=[CH:14][CH:15]=2)[C:10]([CH2:38][C@H:39]2[CH2:43][CH2:42][CH2:41][N:40]2[CH3:44])=[CH:9]1)[C:2]1[CH:7]=[CH:6][CH:5]=[CH:4][CH:3]=1 |f:1.2|. Reported procedure: To a stirred solution of 1-[(R)-1-benzyl-3-(1-methyl-2-pyrrolidinylmethyl)-1H-indol-5-yl]-1-cyano-N-diphenylmethyl-N-methylmethanesulfonamide (from step (d), 11.61 g, 19.3 mmol) in ethanol (35 ml) at ambient temperature was added 2N potassium hydroxide solution (35 ml, 70 mmol). The dark brown solution was then brought to reflux and maintained at this temperature for 15 hr. The oily reaction mixture was then cooled to ambient temperature and extracted with ethyl acetate (3×100 ml). The organic e... Reactants: CC(C)CCOC(=O)C(C)Br, CCOC(C)=O, Nc1cc(N2C(=O)c3ccccc3C2=O)ccc1Cl, [Na+], O=C([O-])O. Yields the product CC(C)CCOC(=O)C(C)Nc1cc(N2C(=O)c3ccccc3C2=O)ccc1Cl. RXN SMILES: [Br:20][CH:21]([C:22](=[O:23])[O:24][CH2:25][CH2:26][CH:27]([CH3:28])[CH3:29])[CH3:30].[CH3:36][CH2:37][O:38][C:39](=[O:40])[CH3:41].[NH2:1][c:2]1[cH:3][c:4]([N:9]2[C:10](=[O:19])[c:11]3[c:12]([cH:15][cH:16][cH:17][cH:18]3)[C:13]2=[O:14])[cH:5][cH:6][c:7]1[Cl:8].[Na+:31].[OH:32][C:33](=[O:34])[O-:35]>>[NH:1]([c:2]1[cH:3][c:4]([N:9]2[C:10](=[O:19])[c:11]3[c:12]([cH:15][cH:16][cH:17][cH:18]3)[C:13]2=[O:14])[cH:5][cH:6][c:7]1[Cl:8])[CH:21]([C:22](=[O:23])[O:24][CH2:25][CH2:26][CH:27]([CH3:28])[CH3:29])[CH3:30].